Task: describe an organic reaction: reactants, conditions, products, and yield. Dataset: the Open Reaction Database (ORD), a public repository of structured organic reaction records Yields the product CNC1=Nc2ccc(Cl)cc2C(c2ccccc2Cl)=NC1. As a reaction SMILES: [CH3:21][NH2:22].[Cl-:28].[Cl-:29].[Cl-:30].[Cl-:31].[Cl:1][c:2]1[cH:3][cH:4][c:5]2[c:6]([cH:20]1)[C:7]([c:13]1[c:14]([Cl:19])[cH:15][cH:16][cH:17][cH:18]1)=[N:8][CH2:9][C:10](=[O:12])[NH:11]2.[O:23]1[CH2:24][CH2:25][CH2:26][CH2:27]1.[Ti+4:32].[cH:33]1[cH:34][cH:35][cH:36][cH:37][cH:38]1>>[Cl:1][c:2]1[cH:3][cH:4][c:5]2[c:6]([cH:20]1)[C:7]([c:13]1[c:14]([Cl:19])[cH:15][cH:16][cH:17][cH:18]1)=[N:8][CH2:9][C:10]([NH:22][CH3:21])=[N:11]2. Reactants: CN, [Cl-], [Cl-], [Cl-], [Cl-], O=C1CN=C(c2ccccc2Cl)c2cc(Cl)ccc2N1, C1CCOC1, [Ti+4], c1ccccc1.